Task: describe an organic reaction: reactants, conditions, products, and yield. Dataset: the Open Reaction Database (ORD), a public repository of structured organic reaction records Reactants: N1=C(C=CC=C1)C#CCCCO (5-(2-pyridyl)-4-pentyn-1-ol). The reagents and catalysts are [Pd] (palladium on carbon). Reported procedure: A solution of 5-(2-pyridyl)-4-pentyn-1-ol (1 g, 6.2 mmol) in diethyl ether (15 ml) was hydrogenated over 10% palladium on carbon at room temperature for 16 h. The mixture was filtered through celite and the filtrate on evaporation gave an oil, which was flash chromatographed on silica using 80% ethyl acetate/chloroform. Fractions with Rf of about 0.06 on evaporation gave the title alcohol as a yellow oil. Yields the product N1=C(C=CC=C1)CCCCCO (5-(2-Pyridyl)-1-pentanol). The solvent is C(C)OCC (diethyl ether). Reaction SMILES: [N:1]1[CH:6]=[CH:5][CH:4]=[CH:3][C:2]=1[C:7]#[C:8][CH2:9][CH2:10][CH2:11][OH:12]>C(OCC)C.[Pd]>[N:1]1[CH:6]=[CH:5][CH:4]=[CH:3][C:2]=1[CH2:7][CH2:8][CH2:9][CH2:10][CH2:11][OH:12]. Starting materials: 4A, C(C)C=1N=C2N(N=C(C=C2C)C)C1CO (2-ethyl-6,8-dimethyl-3-hydroxymethylimidazo[1,2-b]pyridazine), CCOC(=O)C.CCCCCC (EtOAc hexane). The reagents and catalysts are [O-2].[O-2].[Mn+4] (manganese dioxide). Run in C(Cl)Cl (CH2Cl2). Run at time 16 hour. Yields the product C(C)C=1N=C2N(N=C(C=C2C)C)C1C=O (2-ethyl-6,8-dimethylimidazo[1,2-b]pyridazin-3-carboxaldehyde). Isolated yield 89.0%. RXN SMILES: [CH2:1]([C:3]1[N:4]=[C:5]2[C:10]([CH3:11])=[CH:9][C:8]([CH3:12])=[N:7][N:6]2[C:13]=1[CH2:14][OH:15])[CH3:2].CCOC(C)=O.CCCCCC>C(Cl)Cl.[O-2].[O-2].[Mn+4]>[CH2:1]([C:3]1[N:4]=[C:5]2[C:10]([CH3:11])=[CH:9][C:8]([CH3:12])=[N:7][N:6]2[C:13]=1[CH:14]=[O:15])[CH3:2] |f:1.2,4.5.6|. Procedure details: To a solution of 0.886 g (4.32 mmol) of the product of Step B dissolved in 15 mL of CH2Cl2 was added 1.772 g of powdered 4A molecular sieves and 4.430 g (51 mmol) of manganese dioxide and the reaction mixture was magnetically stirred at room temperature. After 16 h, TLC analysis (50% EtOAc-hexane) indicated complete reaction and the mixture was filtered. The filtrate was concentrated in vacuo, and the residue was redissolved in 50% EtOAc-hexane and purified by filtration through a short plug of ... Starting materials: [Si](C)(C)(C(C)(C)C)O[C@@H]1C=C2C=C[C@@H]([C@@H]([C@H]2[C@H](C1)OC(C(C)(OC1=CC=CC=C1)C)=O)CC[C@@H]1C[C@H](CC(O1)=O)O[Si](C)(C)C(C)(C)C)C ((4R,6R)-6-{(1S,2S,6S,8S,8aR)-2-[1,2,6,7,8,8a-Hexahydro-6-t-butyldimethylsilyloxy-8-(2-methyl-2-phenoxypropionyloxy)-2-methyl-1-naphthyl]ethyl}tetrahydro-4-t-butyldimethylsilyloxy-2H-pyran-2-one), solution, [F-].C(CCC)[N+](CCCC)(CCCC)CCCC (tetrabutylammonium fluoride). Solvent: O1CCCC1 (tetrahydrofuran). Product: O[C@@H]1C=C2C=C[C@@H]([C@@H]([C@H]2[C@H](C1)OC(C(C)(OC1=CC=CC=C1)C)=O)CC[C@@H]1C[C@H](CC(O1)=O)O)C ((4R,6R)-6-{(1S,2S,6S,8S,8aR)-2-[1,2,6,7,8,8a-Hexahydro-6-hydroxy-8-(2-methyl-2-phenoxypropionyloxy)-2-methyl-1-naphthyl]ethyl}tetrahydro-4-hydroxy-2H-pyran-2-one). Isolated yield 76.5%. Reaction SMILES: [Si]([O:8][C@H:9]1[CH2:18][C@H:17]([O:19][C:20](=[O:31])[C:21]([CH3:30])([O:23][C:24]2[CH:29]=[CH:28][CH:27]=[CH:26][CH:25]=2)[CH3:22])[C@H:16]2[C:11]([CH:12]=[CH:13][C@H:14]([CH3:49])[C@@H:15]2[CH2:32][CH2:33][C@H:34]2[O:39][C:38](=[O:40])[CH2:37][C@H:36]([O:41][Si](C(C)(C)C)(C)C)[CH2:35]2)=[CH:10]1)(C(C)(C)C)(C)C.[F-].C([N+](CCCC)(CCCC)CCCC)CCC>O1CCCC1>[OH:8][C@H:9]1[CH2:18][C@H:17]([O:19][C:20](=[O:31])[C:21]([CH3:22])([O:23][C:24]2[CH:29]=[CH:28][CH:27]=[CH:26][CH:25]=2)[CH3:30])[C@H:16]2[C:11]([CH:12]=[CH:13][C@H:14]([CH3:49])[C@@H:15]2[CH2:32][CH2:33][C@H:34]2[O:39][C:38](=[O:40])[CH2:37][C@H:36]([OH:41])[CH2:35]2)=[CH:10]1 |f:1.2|. Procedure details: A procedure similar to that described in Example 2, above, was followed, but using 1.0 g of (4R,6R)-6-{(1S,2S,6S,8S,8aR)-2-[1,2,6,7,8,8a-hexahydro-6-t-butyldimethylsilyloxy-8-(2-methyl-2-phenoxypropionyloxy)-2-methyl-1-naphthyl]ethyl}tetrahydro-4-t-butyldimethylsilyloxy-2H-pyran-2-one [prepared as described in Example 172, above] and 19.6 ml of a 1.0 molar solution of tetrabutylammonium fluoride in tetrahydrofuran, to give 520 mg of the title compound as colorless crystals, melting at between 15... The reactants are C(C)(=O)N1CCN(CC1)C1CC2=C(SC3=C1C=C(C=C3)C(C)C)C=C(C=C2)F (10-(4-acetylpiperazino)-3-fluoro-8-isopropyl-10,11-dihydrodibenzo(b,f)thiepin), C(C)(=O)Cl (acetyl chloride), 3-fluoro-8-isopropyl-10-piperazine 10,11-dihydrodibenzo(b,f)thiepin. Solvent: C(Cl)(Cl)Cl (chloroform). Reaction conditions: time 8 hour. Yields the product C(C)N1CCN(CC1)C1CC2=C(SC3=C1C=C(C=C3)C(C)C)C=C(C=C2)F (10-(4-Ethylpiperazino)-3-fluoro-8-isopropyl-10,11-dihydrodibenzo(b,f)thiepin). The yield is 95.0%. RXN SMILES: C(Cl)(=O)C.[C:5]([N:8]1[CH2:13][CH2:12][N:11]([CH:14]2[C:20]3[CH:21]=[C:22]([CH:25]([CH3:27])[CH3:26])[CH:23]=[CH:24][C:19]=3[S:18][C:17]3[CH:28]=[C:29]([F:32])[CH:30]=[CH:31][C:16]=3[CH2:15]2)[CH2:10][CH2:9]1)(=O)[CH3:6]>C(Cl)(Cl)Cl>[CH2:5]([N:8]1[CH2:9][CH2:10][N:11]([CH:14]2[C:20]3[CH:21]=[C:22]([CH:25]([CH3:27])[CH3:26])[CH:23]=[CH:24][C:19]=3[S:18][C:17]3[CH:28]=[C:29]([F:32])[CH:30]=[CH:31][C:16]=3[CH2:15]2)[CH2:12][CH2:13]1)[CH3:6]. Procedure details: A solution of 5.0 g 3-fluoro-8-isopropyl-10-piperazine-10,11-dihydrodibenzo(b,f)thiepin in 20 ml chloroform is stirred and treated dropwise with 2.2 g acetyl chloride. The mixture is then left overnight at room temperature. Then, the separated hygroscopic hydrochloride of the product is filtered with suction, suspended in water and the base released by an excess of 20% sodium hydroxide solution and isolated by extraction with chloroform. Processing of the extract yields 5.4 g (95%) crude base of... Reactants: ClC1=C([C@]2(C)[C@@H](C1)[C@@H]1CCC3=CC(C=C[C@]3(C)[C@]1([C@H](C2)O)F)=O)S(=O)(=O)CC ((11β)-16-chloro-17-(ethylsulfonyl)-9-fluoro-11-hydroxyandrosta-1,4,16-trien-3-one), C[O-].[Na+] (sodium methoxide). Solvent: CO (methanol). Product: C(C)S(=O)(=O)C=1[C@]2(C)[C@@H](CC1OC)[C@@H]1CCC3=CC(C=C[C@]3(C)[C@]1([C@H](C2)O)F)=O ((11β)-17-(Ethylsulfonyl)-16-methoxy-9-fluoro-11-hydroxyandrosta-1,4,16-trien-3-one). Isolated yield 39.6%. RXN SMILES: Cl[C:2]1[CH2:7][C@H:6]2[C@H:8]3[C@:18]([F:22])([C@@H:19]([OH:21])[CH2:20][C@:4]2([CH3:5])[C:3]=1[S:24]([CH2:27][CH3:28])(=[O:26])=[O:25])[C@:16]1([CH3:17])[C:11](=[CH:12][C:13](=[O:23])[CH:14]=[CH:15]1)[CH2:10][CH2:9]3.[CH3:29][O-:30].[Na+]>CO>[CH2:27]([S:24]([C:3]1[C@:4]2([CH2:20][C@H:19]([OH:21])[C@@:18]3([F:22])[C@@H:8]([CH2:9][CH2:10][C:11]4[C@:16]3([CH3:17])[CH:15]=[CH:14][C:13](=[O:23])[CH:12]=4)[C@@H:6]2[CH2:7][C:2]=1[O:30][CH3:29])[CH3:5])(=[O:26])=[O:25])[CH3:28] |f:1.2|. Reported procedure: A suspension of (11β)-16-chloro-17-(ethylsulfonyl)-9-fluoro-11-hydroxyandrosta-1,4,16-trien-3-one (1.29 g; prepared as described above) in anhydrous methanol (190 ml) containing sodium methoxide (800 mg) is refluxed for 3 hours. The resulting solution is concentrated in vacuo, diluted with water, saturated with sodium chloride and extracted with ethyl acetate. The ethyl acetate extract is washed with water, dried (anhydrous Na2SO4) and evaporated to afford the crude material (1.2 g). This is chr... The reactants are I(=O)(=O)(=O)O (Periodic acid), II (iodine), NC1=CC(=NC(=C1F)C1=CC(=C(C=C1)Cl)F)C(=O)OC (Methyl 4-amino-6-(4-chloro-3-fluorophenyl)-5-fluoropicolinate). The solvent is ClCCl (dichloromethane), CO (methanol). Product: NC1=C(C(=NC(=C1F)C1=CC(=C(C=C1)Cl)F)C(=O)OC)I (methyl 4-amino-6-(4-chloro-3-fluorophenyl)-5-fluoro-3-iodopicolinate). Yield: 236.6%. RXN SMILES: [NH2:1][C:2]1[C:7]([F:8])=[C:6]([C:9]2[CH:14]=[CH:13][C:12]([Cl:15])=[C:11]([F:16])[CH:10]=2)[N:5]=[C:4]([C:17]([O:19][CH3:20])=[O:18])[CH:3]=1.[I:21](O)(=O)(=O)=O.II>CO.ClCCl>[NH2:1][C:2]1[C:7]([F:8])=[C:6]([C:9]2[CH:14]=[CH:13][C:12]([Cl:15])=[C:11]([F:16])[CH:10]=2)[N:5]=[C:4]([C:17]([O:19][CH3:20])=[O:18])[C:3]=1[I:21]. Procedure details: Methyl 4-amino-6-(4-chloro-3-fluorophenyl)-5-fluoropicolinate (3.1 g, 10.38 mmol) was dissolved in methanol (40 mL). Periodic acid (0.946 g, 4.15 mmol) and iodine (2.371 g, 9.34 mmol) were added. The reaction mixture was heated at reflux overnight. The cooled reaction mixture was diluted with dichloromethane and washed with 1N sodium sulfite. The organic phase was washed with 1N sodium sulfite, washed with saturated sodium chloride, dried over magnesium sulfate, fitered, and concentrated onto ce... Reactants: CCC(C)=O, CC(=O)CCc1ccccc1. Product: CC(O)CCc1ccccc1. As a reaction SMILES: [CH3:12][C:13](=[O:14])[CH2:15][CH3:16].[c:1]1([CH2:7][CH2:8][C:9]([CH3:10])=[O:11])[cH:2][cH:3][cH:4][cH:5][cH:6]1>>[c:1]1([CH2:7][CH2:8][CH:9]([CH3:10])[OH:11])[cH:2][cH:3][cH:4][cH:5][cH:6]1. The reactants are CC(=O)c1ccc2c(c1)OCO2, Cl, NOCc1ccc([N+](=O)[O-])cc1. The product is CC(=NOCc1ccc([N+](=O)[O-])cc1)c1ccc2c(c1)OCO2. RXN SMILES: [CH2:1]1[O:2][c:3]2[cH:4][c:5]([C:10]([CH3:11])=[O:12])[cH:6][cH:7][c:8]2[O:9]1.[ClH:13].[N+:14](=[O:15])([O-:16])[c:17]1[cH:18][cH:19][c:20]([CH2:21][O:22][NH2:23])[cH:24][cH:25]1>>[CH2:1]1[O:2][c:3]2[cH:4][c:5]([C:10]([CH3:11])=[N:23][O:22][CH2:21][c:20]3[cH:19][cH:18][c:17]([N+:14](=[O:15])[O-:16])[cH:25][cH:24]3)[cH:6][cH:7][c:8]2[O:9]1. Reaction SMILES: [CH3:35][N:36]1[CH2:37][CH:38]([CH2:42][OH:43])[NH:39][CH2:40][CH2:41]1.[F:1][C:2]([c:3]1[c:4]([CH2:5][n:6]2[n:7][cH:8][c:9]3[cH:10][c:11]([CH:15]=[C:16]4[C:17](=[O:24])[N:18]=[C:19]([S:21][CH2:22][CH3:23])[S:20]4)[cH:12][cH:13][c:14]23)[cH:25][cH:26][c:27]([C:29]([F:30])([F:31])[F:32])[cH:28]1)([F:33])[F:34]>>[F:1][C:2]([c:3]1[c:4]([CH2:5][n:6]2[n:7][cH:8][c:9]3[cH:10][c:11]([CH:15]=[C:16]4[C:17](=[O:24])[N:18]=[C:19]([N:39]5[CH:38]([CH2:42][OH:43])[CH2:37][N:36]([CH3:35])[CH2:41][CH2:40]5)[S:20]4)[cH:12][cH:13][c:14]23)[cH:25][cH:26][c:27]([C:29]([F:30])([F:31])[F:32])[cH:28]1)([F:33])[F:34]. Reactants: CN1CCNC(CO)C1, CCSC1=NC(=O)C(=Cc2ccc3c(cnn3Cc3ccc(C(F)(F)F)cc3C(F)(F)F)c2)S1. The product is CN1CCN(C2=NC(=O)C(=Cc3ccc4c(cnn4Cc4ccc(C(F)(F)F)cc4C(F)(F)F)c3)S2)C(CO)C1. The reactants are CNCC=O, CS(=O)c1nnc(N=C=O)s1, c1ccccc1. Product: CN(CC=O)C(=O)Nc1nnc(S(C)=O)s1. Reaction SMILES: [CH3:12][NH:13][CH2:14][CH:15]=[O:16].[CH3:1][S:2](=[O:3])[c:4]1[n:5][n:6][c:7]([N:9]=[C:10]=[O:11])[s:8]1.[cH:17]1[cH:18][cH:19][cH:20][cH:21][cH:22]1>>[CH3:1][S:2](=[O:3])[c:4]1[n:5][n:6][c:7]([NH:9][C:10](=[O:11])[N:13]([CH3:12])[CH2:14][CH:15]=[O:16])[s:8]1.